This data is from the Open Reaction Database (ORD), a public repository of structured organic reaction records. The task is: describe an organic reaction: reactants, conditions, products, and yield The reactants are NC1=CC=C(C=C1)CCO (4-Aminobenzeneethanol), ClCCOCCCl (2-chloroethyl ether), C(C)(C)N(C(C)C)CC (N,N-diisopropylethylamine), [I-].[K+] (potassium iodide). Solvent: CN(C)C=O (DMF). Product: N1(CCOCC1)C1=CC=C(C=C1)CCO (4-(4-Morpholinyl)benzeneethanol). The yield is 58.0%. Reaction SMILES: [NH2:1][C:2]1[CH:7]=[CH:6][C:5]([CH2:8][CH2:9][OH:10])=[CH:4][CH:3]=1.Cl[CH2:12][CH2:13][O:14][CH2:15][CH2:16]Cl.C(N(CC)C(C)C)(C)C.[I-].[K+]>CN(C=O)C>[N:1]1([C:2]2[CH:7]=[CH:6][C:5]([CH2:8][CH2:9][OH:10])=[CH:4][CH:3]=2)[CH2:16][CH2:15][O:14][CH2:13][CH2:12]1 |f:3.4|. Procedure: 4-Aminobenzeneethanol (20.2 g), 2-chloroethyl ether (21.1 g), N,N-diisopropylethylamine (38.1 g) and potassium iodide (48.8 g) in DMF were heated to 80° under nitrogen for 60 h. The solvent was evaporated and the residue (~143 g) was purified by FCC eluting with ER-CX (1:1→1:0) to give the title compound as a pink-white solid (17.7 g) m.p. 57°. The reactants are O(C1=CC=CC=C1)C1=CC=C(C=C1)C(CCC(=O)[O-])=O (4-(4-phenoxyphenyl)-4-oxobutyrate), C(C)OP(=O)(OCC)C1SCCCS1 (2-Diethoxyphosphoryl-1,3-dithiane), CCCCCC (hexane), C(CCC)[Li] (n-butyl lithium), [Cl-].[Na+] (sodium chloride). Run in O1CCCC1 (tetrahydrofuran), O1CCCC1 (tetrahydrofuran). The product is S1C(SCCC1)=C(CCC(=O)OC)C1=CC=C(C=C1)OC1=CC=CC=C1 (Methyl 4-(1,3-dithian-2-ylidene)-4-(4-phenoxyphenyl)-butyrate). The yield is 61.0%. Reaction SMILES: C(OP([CH:9]1[S:14][CH2:13][CH2:12][CH2:11][S:10]1)(OCC)=O)C.[CH3:15]CCCCC.C([Li])CCC.[O:26]([C:33]1[CH:38]=[CH:37][C:36]([C:39](=O)[CH2:40][CH2:41][C:42]([O-:44])=[O:43])=[CH:35][CH:34]=1)[C:27]1[CH:32]=[CH:31][CH:30]=[CH:29][CH:28]=1.[Cl-].[Na+]>O1CCCC1>[S:14]1[CH2:13][CH2:12][CH2:11][S:10][C:9]1=[C:39]([C:36]1[CH:37]=[CH:38][C:33]([O:26][C:27]2[CH:32]=[CH:31][CH:30]=[CH:29][CH:28]=2)=[CH:34][CH:35]=1)[CH2:40][CH2:41][C:42]([O:44][CH3:15])=[O:43] |f:4.5|. Reported procedure: 2-Diethoxyphosphoryl-1,3-dithiane, 2.82 g, was dissolved in 30 ml of tetrahydrofuran and 7 ml of 1.6 mole hexane solution of n-butyl lithium was dropwise added to the solution in an argon flow at -65° C. The mixture was stirred at the same temperature for an hour. Then, a solution of 2.8 g of 4-(4-phenoxyphenyl)-4-oxobutyrate in 10 ml of tetrahydrofuran was dropwise added to the mixture at the same temperature. The reaction mixture was gradually warmed to room temperature overnight. This suspens... Starting materials: C(CCC)C1=NOC(=C1C=O)C (3-butyl-5-methyl-isoxazole-4-carbaldehyde), CC=1SC(=C(N1)C)C(=O)O (2,4-dimethyl-thiazole-5-carboxylic acid), C(CCC)[Li] (n-butyllithium), solution. The solvent is C1CCOC1 (THF), C1CCOC1 (THF), CCCCCC (hexane). Conditions: time 1.5 hour. Yields the product COC(=O)C1=C(N=C(S1)CC(O)C=1C(=NOC1C)CCCC)C (2-[2-(3-Butyl-5-methyl-isoxazol-4-yl)-2-hydroxy-ethyl]-4-methyl-thiazole-5-carboxylic acid methyl ester). The yield is 79.0%. Reaction SMILES: [CH3:1][C:2]1[S:3][C:4]([C:8]([OH:10])=[O:9])=[C:5]([CH3:7])[N:6]=1.[CH2:11]([Li])CCC.[CH2:16]([C:20]1[C:24]([CH:25]=[O:26])=[C:23]([CH3:27])[O:22][N:21]=1)[CH2:17][CH2:18][CH3:19]>C1COCC1.CCCCCC>[CH3:11][O:9][C:8]([C:4]1[S:3][C:2]([CH2:1][CH:25]([C:24]2[C:20]([CH2:16][CH2:17][CH2:18][CH3:19])=[N:21][O:22][C:23]=2[CH3:27])[OH:26])=[N:6][C:5]=1[CH3:7])=[O:10]. Reported procedure: To a stirred solution of 2,4-dimethyl-thiazole-5-carboxylic acid (7.52 g, 47.8 mmol) in THF (400 mL) at −78° C. and under argon was added n-butyllithium (59.8 mL of a 1.60M solution in hexane, 95.7 mmol) dropwise. After 1.5 h, a solution of 3-butyl-5-methyl-isoxazole-4-carbaldehyde (8.0 g, 47.8 mmol) in THF (200 mL) was added dropwise over 30 min. After 3 h the reaction mixture was quenched with HCl (1 N, 80 mL) and water (100 mL), warmed to room temperature, then the reaction mixture was adjust... Starting materials: CC(N)=NO, COc1cc(C(=O)n2ccnc2)cc([N+](=O)[O-])c1OC, CN(C)C=O. The product is COc1cc(C(=O)ON=C(C)N)cc([N+](=O)[O-])c1OC. RXN SMILES: [C:21]([CH3:22])([NH2:23])=[N:24][OH:25].[CH3:1][O:2][c:3]1[cH:4][c:5]([C:6](=[O:7])[n:8]2[cH:9][cH:10][n:11][cH:12]2)[cH:13][c:14]([N+:18](=[O:19])[O-:20])[c:15]1[O:16][CH3:17].[CH3:26][N:27]([CH3:28])[CH:29]=[O:30]>>[CH3:1][O:2][c:3]1[cH:4][c:5]([C:6](=[O:7])[O:25][N:24]=[C:21]([CH3:22])[NH2:23])[cH:13][c:14]([N+:18](=[O:19])[O-:20])[c:15]1[O:16][CH3:17]. The reactants are CN(c1ccc([N+](=O)[O-])cc1)c1nc(=O)c2cccnc2s1, [H][H], CN(C)C=O. Product: CN(c1ccc(N)cc1)c1nc(=O)c2cccnc2s1. Reaction SMILES: [CH3:1][N:2]([c:3]1[cH:4][cH:5][c:6]([N+:9]([O-:10])=[O:11])[cH:7][cH:8]1)[c:12]1[s:13][c:14]2[c:15]([c:16](=[O:18])[n:17]1)[cH:19][cH:20][cH:21][n:22]2.[H:23][H:24].[O:25]=[CH:26][N:27]([CH3:28])[CH3:29]>>[CH3:1][N:2]([c:3]1[cH:4][cH:5][c:6]([NH2:9])[cH:7][cH:8]1)[c:12]1[s:13][c:14]2[c:15]([c:16](=[O:18])[n:17]1)[cH:19][cH:20][cH:21][n:22]2. Starting materials: C(CC(=O)C)(=O)OC (methyl acetoacetate), OC1=CC=C(C=O)C=C1 (4-hydroxybenzaldehyde), C(C)(=O)O (acetic acid), N1CCCCC1 (piperidine). The solvent is CC1CCCCC1 (methylcyclohexane), O (water). The product is OC1=CC=C(C=CC(CC(=O)OC)=O)C=C1 (methyl 4-hydroxybenzalacetoacetate). Yield: 82.0%. As a reaction SMILES: [C:1]([O:7][CH3:8])(=[O:6])[CH2:2][C:3]([CH3:5])=[O:4].[OH:9][C:10]1[CH:17]=[CH:16][C:13]([CH:14]=O)=[CH:12][CH:11]=1.C(O)(=O)C.N1CCCCC1>CC1CCCCC1.O>[OH:9][C:10]1[CH:17]=[CH:16][C:13]([CH:14]=[CH:5][C:3](=[O:4])[CH2:2][C:1]([O:7][CH3:8])=[O:6])=[CH:12][CH:11]=1. Procedure: ##STR7## 232 g (2 mol) of methyl acetoacetate, 244 g (2 mol) of 4-hydroxybenzaldehyde, 24 g (0.4 mol) of glacial acetic acid and 6.8 g (0.08 mol) of piperidine were dissolved in 459 ml of methylcyclohexane. The reaction solution was heated to the boil, and the water of reaction was separated off for one hour in a water separator. After the solvent had been decanted, the product was taken up in diethyl ether, filtered off with suction and dried. 362 g (corresponding to a yield of 82%) of methyl 4...